From a dataset of the Open Reaction Database (ORD), a public repository of structured organic reaction records. describe an organic reaction: reactants, conditions, products, and yield The reactants are Fc1ccc(Br)c(CBr)c1, CC#N, CCN(C(C)C)C(C)C, NCCCO. Yields the product OCCCNCc1cc(F)ccc1Br. As a reaction SMILES: [Br:15][c:16]1[c:17]([CH2:18][Br:19])[cH:20][c:21]([F:24])[cH:22][cH:23]1.[CH3:25][C:26]#[N:27].[CH:1]([N:2]([CH2:3][CH3:4])[CH:5]([CH3:6])[CH3:7])([CH3:8])[CH3:9].[NH2:10][CH2:11][CH2:12][CH2:13][OH:14]>>[NH:10]([CH2:11][CH2:12][CH2:13][OH:14])[CH2:18][c:17]1[c:16]([Br:15])[cH:23][cH:22][c:21]([F:24])[cH:20]1. Starting materials: [BH3-]C#N, OCCNCc1ccccc1, CN(C)C=O, CC(=O)O, NC(=O)Nc1[nH]c(-c2ccc(C=O)cc2)cc1C(N)=O, [Na+], [Na+], O, O=C([O-])O. Yields the product NC(=O)Nc1[nH]c(-c2ccc(CN(CCO)Cc3ccccc3)cc2)cc1C(N)=O. As a reaction SMILES: [C:12]([BH3-:13])#[N:14].[CH2:1]([c:2]1[cH:3][cH:4][cH:5][cH:6][cH:7]1)[NH:8][CH2:9][CH2:10][OH:11].[CH3:41][N:42]([CH3:43])[CH:44]=[O:45].[CH3:47][C:48](=[O:49])[OH:50].[NH2:16][C:17](=[O:18])[NH:19][c:20]1[nH:21][c:22](-[c:28]2[cH:29][cH:30][c:31]([CH:34]=[O:35])[cH:32][cH:33]2)[cH:23][c:24]1[C:25](=[O:26])[NH2:27].[Na+:15].[Na+:36].[OH2:46].[OH:37][C:38](=[O:39])[O-:40]>>[CH2:1]([c:2]1[cH:3][cH:4][cH:5][cH:6][cH:7]1)[N:8]([CH2:9][CH2:10][OH:11])[CH2:34][c:31]1[cH:30][cH:29][c:28](-[c:22]2[nH:21][c:20]([NH:19][C:17]([NH2:16])=[O:18])[c:24]([C:25](=[O:26])[NH2:27])[cH:23]2)[cH:33][cH:32]1.